Dataset: the Open Reaction Database (ORD), a public repository of structured organic reaction records. Task: describe an organic reaction: reactants, conditions, products, and yield The reactants are BrC1=C(C=C(C=C1)C1(CC(C1)C(=O)OC(C)(C)C)O)F (tert-butyl 3-(4-bromo-3-fluorophenyl)-3-hydroxycyclobutane-1-carboxylate). The solvent is CO.[OH-].[Na+] (methanol NaOH). Reaction conditions: time 3 hour. Yields the product BrC1=C(C=C(C=C1)C1(CC(C1)C(=O)O)O)F (3-(4-bromo-3-fluorophenyl)-3-hydroxycyclobutane-1-carboxylic acid). The yield is 96.3%. RXN SMILES: [Br:1][C:2]1[CH:7]=[CH:6][C:5]([C:8]2([OH:19])[CH2:11][CH:10]([C:12]([O:14]C(C)(C)C)=[O:13])[CH2:9]2)=[CH:4][C:3]=1[F:20]>CO.[OH-].[Na+]>[Br:1][C:2]1[CH:7]=[CH:6][C:5]([C:8]2([OH:19])[CH2:11][CH:10]([C:12]([OH:14])=[O:13])[CH2:9]2)=[CH:4][C:3]=1[F:20] |f:1.2.3|. Reported procedure: Into a 1000-mL round-bottom flask was placed a solution of tert-butyl 3-(4-bromo-3-fluorophenyl)-3-hydroxycyclobutane-1-carboxylate (62 g, 179.60 mmol, 1.00 equiv) in methanol/NaOH (40%) (300/300 mL). The resulting solution was stirred at room temperature for 3 h, concentrated under vacuum and extracted with 3×200 mL of ethyl acetate. The pH value of the aqueous layer was adjusted to 4 with hydrogen chloride (2 mol/L). The resulting solution was extracted with 3×300 mL of ethyl acetate. The orga... Reactants: CCCCC1=NC(=C(N1CC=2C=CC(=CC2)C=3C=CC=CC3C4=NNN=N4)CO)Cl (Losartan), [OH-].[Ca+2].[OH-] (calcium hydroxide), CCCCCCC (n-heptane). Solvent: C(C)(C)O (i-propanol). Product: CCCCC1=NC(=C(N1CC=2C=CC(=CC2)C=3C=CC=CC3C4=NNN=N4)CO)Cl.[Ca] (losartan calcium). Yield: 160.0%. RXN SMILES: [CH3:1][CH2:2][CH2:3][CH2:4][C:5]1[N:9]([CH2:10][C:11]2[CH:12]=[CH:13][C:14]([C:17]3[CH:18]=[CH:19][CH:20]=[CH:21][C:22]=3[C:23]3[N:27]=[N:26][NH:25][N:24]=3)=[CH:15][CH:16]=2)[C:8]([CH2:28][OH:29])=[C:7]([Cl:30])[N:6]=1.[OH-].[Ca+2:32].[OH-].CCCCCCC>C(O)(C)C>[CH3:1][CH2:2][CH2:3][CH2:4][C:5]1[N:9]([CH2:10][C:11]2[CH:16]=[CH:15][C:14]([C:17]3[CH:18]=[CH:19][CH:20]=[CH:21][C:22]=3[C:23]3[N:27]=[N:26][NH:25][N:24]=3)=[CH:13][CH:12]=2)[C:8]([CH2:28][OH:29])=[C:7]([Cl:30])[N:6]=1.[Ca:32] |f:1.2.3,6.7|. Reported procedure: To 40.81 g losartan of Example 1 in 235 ml i-propanol, 3.92 g calcium hydroxide were added, and it was stirred at reflux temperature for 1 hour, and hot filtered. 410 ml n-heptane were added to the filtrate and cooled to room temperature. The solvent was decanted from a resinous residue, and 820 ml n-heptane were added. It was stirred until a white solid crystallized. It was filtered, washed with 110 ml n-heptane, and dried in vacuo at 50° C. to yield 39.2 g losartan calcium. Reactants: CCCCCCCCc1ccc(OCC(Cn2cccc2C(=O)OC(C)(C)C)OC(C)=O)cc1, C[O-], CO, [Na+]. Product: CCCCCCCCc1ccc(OCC(O)Cn2cccc2C(=O)OC(C)(C)C)cc1. Reaction SMILES: [C:1]([CH3:2])([CH3:3])([CH3:4])[O:5][C:6](=[O:7])[c:8]1[n:9]([CH2:13][CH:14]([CH2:15][O:16][c:17]2[cH:18][cH:19][c:20]([CH2:23][CH2:24][CH2:25][CH2:26][CH2:27][CH2:28][CH2:29][CH3:30])[cH:21][cH:22]2)[O:31][C:32](=[O:33])[CH3:34])[cH:10][cH:11][cH:12]1.[CH3:35][O-:36].[CH3:38][OH:39].[Na+:37]>>[C:1]([CH3:2])([CH3:3])([CH3:4])[O:5][C:6](=[O:7])[c:8]1[n:9]([CH2:13][CH:14]([CH2:15][O:16][c:17]2[cH:18][cH:19][c:20]([CH2:23][CH2:24][CH2:25][CH2:26][CH2:27][CH2:28][CH2:29][CH3:30])[cH:21][cH:22]2)[OH:31])[cH:10][cH:11][cH:12]1.